Dataset: the Open Reaction Database (ORD), a public repository of structured organic reaction records. Task: describe an organic reaction: reactants, conditions, products, and yield Reactants: CC(C)C(Oc1ccc(Br)cc1)C(O)CCc1cccnc1, N#Cc1cccc(B(O)O)c1, CCO, [Na+], [Na+], O=C([O-])[O-], c1ccc(P(c2ccccc2)(c2ccccc2)[Pd](P(c2ccccc2)(c2ccccc2)c2ccccc2)(P(c2ccccc2)(c2ccccc2)c2ccccc2)P(c2ccccc2)(c2ccccc2)c2ccccc2)cc1. The product is CC(C)C(Oc1ccc(-c2cccc(C#N)c2)cc1)C(O)CCc1cccnc1. RXN SMILES: [Br:12][c:13]1[cH:14][cH:15][c:16]([O:19][CH:20]([CH:21]([CH3:22])[CH3:23])[CH:24]([CH2:25][CH2:26][c:27]2[cH:28][n:29][cH:30][cH:31][cH:32]2)[OH:33])[cH:17][cH:18]1.[C:1](#[N:2])[c:3]1[cH:4][c:5]([B:9]([OH:10])[OH:11])[cH:6][cH:7][cH:8]1.[CH3:40][CH2:41][OH:42].[Na+:34].[Na+:35].[O-:36][C:37](=[O:38])[O-:39].[cH:43]1[cH:44][cH:45][c:46]([P:47]([Pd:48]([P:49]([c:50]2[cH:51][cH:52][cH:53][cH:54][cH:55]2)([c:56]2[cH:57][cH:58][cH:59][cH:60][cH:61]2)[c:62]2[cH:63][cH:64][cH:65][cH:66][cH:67]2)([P:68]([c:69]2[cH:70][cH:71][cH:72][cH:73][cH:74]2)([c:75]2[cH:76][cH:77][cH:78][cH:79][cH:80]2)[c:81]2[cH:82][cH:83][cH:84][cH:85][cH:86]2)[P:87]([c:88]2[cH:89][cH:90][cH:91][cH:92][cH:93]2)([c:94]2[cH:95][cH:96][cH:97][cH:98][cH:99]2)[c:100]2[cH:101][cH:102][cH:103][cH:104][cH:105]2)([c:106]2[cH:107][cH:108][cH:109][cH:110][cH:111]2)[c:112]2[cH:113][cH:114][cH:115][cH:116][cH:117]2)[cH:118][cH:119]1>>[C:1](#[N:2])[c:3]1[cH:4][c:5](-[c:13]2[cH:14][cH:15][c:16]([O:19][CH:20]([CH:21]([CH3:22])[CH3:23])[CH:24]([CH2:25][CH2:26][c:27]3[cH:28][n:29][cH:30][cH:31][cH:32]3)[OH:33])[cH:17][cH:18]2)[cH:6][cH:7][cH:8]1. Reactants: BrC=1C(=C(C=C(C1)C#N)NC(OC(C)(C)C)=O)Cl ((+/−)-tert-butyl (3-bromo-2-chloro-5-cyanophenyl)carbamate), CN1C(C2N(CC1)CCNC2)=O (2-methyloctahydro-1H-pyrazino[1,2-a]pyrazin-1-one), C=1C=CC(=CC1)P(C=2C=CC=CC2)C3=CC=C4C=CC=CC4=C3C5=C6C=CC=CC6=CC=C5P(C=7C=CC=CC7)C=8C=CC=CC8 (BINAP), C(=O)([O-])[O-].[Cs+].[Cs+] (Cs2CO3). The reagents and catalysts are C=1C=CC(=CC1)/C=C/C(=O)/C=C/C2=CC=CC=C2.C=1C=CC(=CC1)/C=C/C(=O)/C=C/C2=CC=CC=C2.C=1C=CC(=CC1)/C=C/C(=O)/C=C/C2=CC=CC=C2.[Pd].[Pd] (Pd2dba3). Solvent: O1CCOCC1 (Dioxane). Reaction conditions: temperature 105 celsius. Yields the product ClC1=C(C=C(C=C1N1CC2N(CC1)CCN(C2=O)C)C#N)NC(OC(C)(C)C)=O ((+/−)-tert-butyl (2-chloro-5-cyano-3-(8-methyl-9-oxohexahydro-1H-pyrazino[1,2-a]pyrazin-2(6H)-yl)phenyl)carbamate). Yield: 60.5%. As a reaction SMILES: Br[C:2]1[C:3]([Cl:18])=[C:4]([NH:10][C:11](=[O:17])[O:12][C:13]([CH3:16])([CH3:15])[CH3:14])[CH:5]=[C:6]([C:8]#[N:9])[CH:7]=1.[CH3:19][N:20]1[CH2:25][CH2:24][N:23]2[CH2:26][CH2:27][NH:28][CH2:29][CH:22]2[C:21]1=[O:30].C1C=CC(P(C2C(C3C(P(C4C=CC=CC=4)C4C=CC=CC=4)=CC=C4C=3C=CC=C4)=C3C(C=CC=C3)=CC=2)C2C=CC=CC=2)=CC=1.C([O-])([O-])=O.[Cs+].[Cs+]>O1CCOCC1.C1C=CC(/C=C/C(/C=C/C2C=CC=CC=2)=O)=CC=1.C1C=CC(/C=C/C(/C=C/C2C=CC=CC=2)=O)=CC=1.C1C=CC(/C=C/C(/C=C/C2C=CC=CC=2)=O)=CC=1.[Pd].[Pd]>[Cl:18][C:3]1[C:2]([N:28]2[CH2:27][CH2:26][N:23]3[CH2:24][CH2:25][N:20]([CH3:19])[C:21](=[O:30])[CH:22]3[CH2:29]2)=[CH:7][C:6]([C:8]#[N:9])=[CH:5][C:4]=1[NH:10][C:11](=[O:17])[O:12][C:13]([CH3:16])([CH3:15])[CH3:14] |f:3.4.5,7.8.9.10.11|. Procedure details: A mixture of crude (+/−)-tert-butyl (3-bromo-2-chloro-5-cyanophenyl)carbamate (78 mg, 0.236 mmol), 2-methyloctahydro-1H-pyrazino[1,2-a]pyrazin-1-one (40 mg, 0.236 mmol), Pd2dba3 (21.65 mg, 0.024 mmol), BINAP (44.2 mg, 0.071 mmol) and Cs2CO3 (231 mg, 0.709 mmol) in Dioxane (2.5 mL) was evacuated and filled with nitrogen 3 times and heated at 105° C. for 8 h. LC-MS showed completion of reaction. The reaction mixture was filtered through a plug of Celite and the filtrate was concentrated. Purificat... The reactants are CCOC(C)=O, CCCCCC, CN(C)C=O, [Cl-], [H-], N#CCc1cccn1CCCI, [Na+], [Na+]. Yields the product N#CC1CCCn2cccc21. As a reaction SMILES: [C:15]([O:16][CH2:17][CH3:18])(=[O:19])[CH3:20].[CH3:21][CH2:22][CH2:23][CH2:24][CH2:25][CH3:26].[CH3:29][N:30]([CH3:31])[CH:32]=[O:33].[Cl-:28].[H-:13].[I:1][CH2:2][CH2:3][CH2:4][n:5]1[c:6]([CH2:10][C:11]#[N:12])[cH:7][cH:8][cH:9]1.[Na+:14].[Na+:27]>>[CH2:2]1[CH2:3][CH2:4][n:5]2[c:6]([cH:7][cH:8][cH:9]2)[CH:10]1[C:11]#[N:12]. Reaction SMILES: [Br:1][c:2]1[n:3][c:4]([CH3:27])[c:5]([Cl:26])[cH:6][c:7]1[N:8]([S:9](=[O:10])(=[O:11])[c:12]1[cH:13][c:14]([C:19]([F:20])([F:21])[F:22])[c:15]([Cl:18])[cH:16][cH:17]1)[CH2:23][O:24][CH3:25].[C:33]([CH3:34])([CH3:35])([CH3:36])[Si:37]([n:38]1[cH:39][cH:40][c:41]2[c:42]1[n:43][cH:44][cH:45][c:46]2[CH:47]=[O:48])([CH3:49])[CH3:50].[CH2:51]1[O:52][CH2:53][CH2:54][CH2:55]1.[CH:29]([Mg+:30])([CH3:31])[CH3:32].[Cl-:28]>>[c:2]1([CH:47]([c:46]2[c:41]3[cH:40][cH:39][n:38]([Si:37]([C:33]([CH3:34])([CH3:35])[CH3:36])([CH3:49])[CH3:50])[c:42]3[n:43][cH:44][cH:45]2)[OH:48])[n:3][c:4]([CH3:27])[c:5]([Cl:26])[cH:6][c:7]1[N:8]([S:9](=[O:10])(=[O:11])[c:12]1[cH:13][c:14]([C:19]([F:20])([F:21])[F:22])[c:15]([Cl:18])[cH:16][cH:17]1)[CH2:23][O:24][CH3:25]. Starting materials: COCN(c1cc(Cl)c(C)nc1Br)S(=O)(=O)c1ccc(Cl)c(C(F)(F)F)c1, CC(C)(C)[Si](C)(C)n1ccc2c(C=O)ccnc21, C1CCOC1, CC(C)[Mg+], [Cl-]. Yields the product COCN(c1cc(Cl)c(C)nc1C(O)c1ccnc2c1ccn2[Si](C)(C)C(C)(C)C)S(=O)(=O)c1ccc(Cl)c(C(F)(F)F)c1. Reaction SMILES: [NH2:1][C:2]1[CH:3]=[CH:4][C:5]([CH3:26])=[C:6]([C:8]2[C:9](=[O:25])[N:10]([C:19]3[CH:24]=[CH:23][CH:22]=[CH:21][CH:20]=3)[C:11]3[C:16]([CH:17]=2)=[CH:15][N:14]=[C:13](Cl)[CH:12]=3)[CH:7]=1.[CH:27]1C=CC(P(C2C=CC=CC=2)C2C=CC=CC=2)=CC=1>C1C=CC(/C=C/C(/C=C/C2C=CC=CC=2)=O)=CC=1.C1C=CC(/C=C/C(/C=C/C2C=CC=CC=2)=O)=CC=1.C1C=CC(/C=C/C(/C=C/C2C=CC=CC=2)=O)=CC=1.[Pd].[Pd]>[NH2:1][C:2]1[CH:3]=[CH:4][C:5]([CH3:26])=[C:6]([C:8]2[C:9](=[O:25])[N:10]([C:19]3[CH:24]=[CH:23][CH:22]=[CH:21][CH:20]=3)[C:11]3[C:16]([CH:17]=2)=[CH:15][N:14]=[C:13]([CH3:27])[CH:12]=3)[CH:7]=1 |f:2.3.4.5.6|. The product is NC=1C=CC(=C(C1)C=1C(N(C2=CC(=NC=C2C1)C)C1=CC=CC=C1)=O)C (3-(5-Amino-2-methyl-phenyl)-7-methyl-1-phenyl-1H-[1,6]naphthyridin-2-one). Run at temperature 140 celsius. Procedure details: A vial is charged with 19 (208 mg, 0.575 mmol), Pd2(dba)3 (26 mg, 0.028 mmol) and Ph3P (37 mg, 0.14 mmol). The vial is evacuated and refilled with N2. Dioxane (12 mL) is added to the vial and the solution is treated with AlMe3 (0.86 mL of a 2M solution in hexane, 1.72 mmol). The mixture is heated in a microwave oven at 140° C. for 20 min. The vial is cooled down to rt and the mixture is extracted with ethyl acetate. The organic phase is washed with 1N NaOH solution, saturated NaHCO3 solution and... Reagents/catalysts: C=1C=CC(=CC1)/C=C/C(=O)/C=C/C2=CC=CC=C2.C=1C=CC(=CC1)/C=C/C(=O)/C=C/C2=CC=CC=C2.C=1C=CC(=CC1)/C=C/C(=O)/C=C/C2=CC=CC=C2.[Pd].[Pd] (Pd2(dba)3). Starting materials: NC=1C=CC(=C(C1)C=1C(N(C2=CC(=NC=C2C1)Cl)C1=CC=CC=C1)=O)C (3-(5-amino-2-methyl-phenyl)-7-chloro-1-phenyl-1H-[1,6]naphthyridin-2-one), C1=CC=C(C=C1)P(C2=CC=CC=C2)C3=CC=CC=C3 (Ph3P). The reactants are [N+](=O)([O-])C1=C(C=CC=C1)C=1SC=C(N1)C(=O)NC1=NN=NN1 (2-(2-nitrophenyl)-N-(1H-tetrazole-5-yl)-4-thiazolecarboxamide), O1CCCC1 (tetrahydrofuran). Reagents/catalysts: [Pd] (palladium on charcoal). Solvent: CN(C)C=O (DMF). Run at time 22 hour. Product: NC1=C(C=CC=C1)C=1SC=C(N1)C(=O)NC1=NN=NN1 (2-(2-aminophenyl)-N-(1H-tetrazole-5-yl)-4-thiazolecarboxamide). Isolated yield 89.5%. RXN SMILES: [N+:1]([C:4]1[CH:9]=[CH:8][CH:7]=[CH:6][C:5]=1[C:10]1[S:11][CH:12]=[C:13]([C:15]([NH:17][C:18]2[NH:22][N:21]=[N:20][N:19]=2)=[O:16])[N:14]=1)([O-])=O.O1CCCC1>[Pd].CN(C=O)C>[NH2:1][C:4]1[CH:9]=[CH:8][CH:7]=[CH:6][C:5]=1[C:10]1[S:11][CH:12]=[C:13]([C:15]([NH:17][C:18]2[NH:22][N:21]=[N:20][N:19]=2)=[O:16])[N:14]=1. Procedure details: To a solution of 2-(2-nitrophenyl)-N-(1H-tetrazole-5-yl)-4-thiazolecarboxamide (200 mg) in a mixed solvent of dry tetrahydrofuran (THF, 30 ml) and dry DMF (13.7 ml) was added (10%) palladium on charcoal (200 mg) and the mixture was hydrogeneted for 22 hours. The catalyst was sucked off and the filtrate was concentrated under reduced pressure. The residue was treated with water (200 mg) to form crystals, which were filtered and dried to give colorless solids of 2-(2-aminophenyl)-N-(1H-tetrazole-5... Starting materials: [OH-].[Na+] (sodium hydroxide), S(=O)(=O)(O)/C=1/C(=O)OC(\C1)=O (Sulfomaleic anhydride), C1(\C=C/C(=O)O1)=O (maleic anhydride), trisodium α-(12-hydroxyethylamino)-β-sulfosuccinate, Cl(=O)(=O)(=O)O (perchloric acid), ice, C(O)CN (Monoethanolamine). Run in CC(=O)C (acetone). Conditions: time 8 hour. Yields the product OCCNC(C(=O)[O-])C(C(=O)[O-])S(=O)(=O)O.[Na+].[Na+].[Na+] (Trisodium α-(2-Hydroxyethylamino)-β-Sulfosuccinate). Reaction SMILES: [S:1]([C:5]1[C:6]([O:8][C:9](=[O:11])[CH:10]=1)=[O:7])([OH:4])(=[O:3])=[O:2].C1(=O)OC(=[O:16])C=C1.[OH-].[Na+:20].[CH2:21]([CH2:23][NH2:24])[OH:22].Cl(O)(=O)(=O)=O>CC(C)=O>[OH:22][CH2:21][CH2:23][NH:24][CH:10]([CH:5]([S:1]([OH:4])(=[O:3])=[O:2])[C:6]([O-:16])=[O:7])[C:9]([O-:8])=[O:11].[Na+:20].[Na+:20].[Na+:20] |f:2.3,7.8.9.10|. Procedure: Sulfomaleic anhydride (prepared from a 1/1 mole ratio of SO3 /maleic anhydride by heating the mixture at 100°-110°C for 3 hours; active content, 86%), 20.7 gm (0.1 mole), was added to 100 gm of ice. The resulting solution was kept at 10°-15°C and neutralized to pH = 8.6 by slowly adding 28.4 gm of 50% sodium hydroxide. Monoethanolamine, 6.1 gm (0.1 mole), was next added slowly and the temperature allowed to rise to room temperature. After standing overnight, the reaction mixture was poured into ...